From a dataset of the Open Reaction Database (ORD), a public repository of structured organic reaction records. describe an organic reaction: reactants, conditions, products, and yield Starting materials: O (H2O), BrC=1C=C(C=NC1OC)CC(=O)O ((5-bromo-6-methoxy-pyridin-3-yl)-acetic acid), C1CCC(CC1)N=C=NC2CCCCC2 (DCC), CCO (EtOH). The reagents and catalysts are CN(C)C=1C=CN=CC1 (DMAP). The solvent is CCOC(=O)C (EtOAc), C(Cl)Cl (CH2Cl2). Run at time 15 hour. The product is C(C)OC(CC=1C=NC(=C(C1)Br)OC)=O ((5-Bromo-6-methoxy-pyridin-3-yl)-acetic acid ethyl ester). Reaction SMILES: [Br:1][C:2]1[CH:3]=[C:4]([CH2:10][C:11]([OH:13])=[O:12])[CH:5]=[N:6][C:7]=1[O:8][CH3:9].[CH2:14]1CCC(N=C=NC2CCCCC2)C[CH2:15]1.CCO.O>C(Cl)Cl.CN(C1C=CN=CC=1)C.CCOC(C)=O>[CH2:14]([O:12][C:11](=[O:13])[CH2:10][C:4]1[CH:5]=[N:6][C:7]([O:8][CH3:9])=[C:2]([Br:1])[CH:3]=1)[CH3:15]. Procedure: To a solution of (5-bromo-6-methoxy-pyridin-3-yl)-acetic acid (Step AN2) (400 mg, 1.6 mmol) in CH2Cl2 (0.8 mL) was added DCC (18 mg, 0.09 mmol), DMAP (one spatula) and EtOH (4.88 mmol) and the mixture was stirred at rt for 15 h. H2O and EtOAc were added and the phases were separated. The organic layer was washed with brine, dried (MgSO4), filtered and concentrated. The residue was purified by flash chromatography (heptane/EtOAc, 85:15→0:100). ESI-MS: tR=1.05 min, [M+H]+ 274.1/276.1 (LC-MS 1). The reactants are ClC1=CC(=CC=C1)C(=O)OO (meta-chloroperbenzoic acid), C(C1=CC=CC=C1)(C1=CC=CC=C1)OC(=O)C=1N2C(C(C2SCC1CC(Cl)Cl)NC(C(C=1N=C(SC1)NC(C1=CC=CC=C1)(C1=CC=CC=C1)C1=CC=CC=C1)=NOC)=O)=O (2-benzhydryloxycarbonyl-3-(2,2-dichloroethyl)-7-[2-methoxyimino-2-(2-tritylaminothiazol-4-yl)-acetamido]-8-oxo-5-thia-1-azabicyclo[4.2.0]oct-2-ene). Solvent: C(Cl)Cl (methylene chloride), C(C)(=O)OCC (ethyl acetate), C(Cl)Cl (methylene chloride). Run at time 30 minute. Yields the product C(C1=CC=CC=C1)(C1=CC=CC=C1)OC(=O)C=1N2C(C(C2S(CC1CC(Cl)Cl)=O)NC(C(C=1N=C(SC1)NC(C1=CC=CC=C1)(C1=CC=CC=C1)C1=CC=CC=C1)=NOC)=O)=O (2-benzhydryloxycarbonyl-3-(2,2-dichloroethyl)-7-[2-methoxyimino-2-(2-tritylaminothiazol-4-yl)-acetamido]-8-oxo-5-thia-1-azabicyclo[4.2.0]oct-2-ene-5-oxide). Yield: 73.7%. Reaction SMILES: ClC1C=CC=C(C(OO)=[O:9])C=1.[CH:12]([O:25][C:26]([C:28]1[N:29]2[CH:32]([S:33][CH2:34][C:35]=1[CH2:36][CH:37]([Cl:39])[Cl:38])[CH:31]([NH:40][C:41](=[O:71])[C:42](=[N:68][O:69][CH3:70])[C:43]1[N:44]=[C:45]([NH:48][C:49]([C:62]3[CH:67]=[CH:66][CH:65]=[CH:64][CH:63]=3)([C:56]3[CH:61]=[CH:60][CH:59]=[CH:58][CH:57]=3)[C:50]3[CH:55]=[CH:54][CH:53]=[CH:52][CH:51]=3)[S:46][CH:47]=1)[C:30]2=[O:72])=[O:27])([C:19]1[CH:24]=[CH:23][CH:22]=[CH:21][CH:20]=1)[C:13]1[CH:18]=[CH:17][CH:16]=[CH:15][CH:14]=1>C(Cl)Cl.C(OCC)(=O)C>[CH:12]([O:25][C:26]([C:28]1[N:29]2[CH:32]([S:33](=[O:9])[CH2:34][C:35]=1[CH2:36][CH:37]([Cl:39])[Cl:38])[CH:31]([NH:40][C:41](=[O:71])[C:42](=[N:68][O:69][CH3:70])[C:43]1[N:44]=[C:45]([NH:48][C:49]([C:56]3[CH:61]=[CH:60][CH:59]=[CH:58][CH:57]=3)([C:62]3[CH:67]=[CH:66][CH:65]=[CH:64][CH:63]=3)[C:50]3[CH:51]=[CH:52][CH:53]=[CH:54][CH:55]=3)[S:46][CH:47]=1)[C:30]2=[O:72])=[O:27])([C:19]1[CH:24]=[CH:23][CH:22]=[CH:21][CH:20]=1)[C:13]1[CH:14]=[CH:15][CH:16]=[CH:17][CH:18]=1. Procedure: A solution of 85% pure meta-chloroperbenzoic acid (0.05 g) in methylene chloride (1 cc) is added all at once to a solution, cooled to -10° C., of product (13d) (0.2 g) in methylene chloride (5 cc). After 30 minutes at -10° C., the reaction mixture is diluted with ethyl acetate (20 cc) and washed with a saturated solution of sodium bicarbonate (2×10 cc) and a saturated solution of sodium chloride (2×10 cc). After the organic phase has been dried over sodium sulphate and concentrated to dryness un... The reactants are C(C)(C)(C)OC(NC(=N)C=1SC(=C(C1)S(=O)(=O)C=1C=C(C=CC1)C1=C(C=CC=C1C)CO)SC)=O ({[4-(2′-hydroxymethyl-6′-methyl-biphenyl-3-sulfonyl)-5-methylsulfanyl-thiophen-2-yl]-imino-methyl}-carbamic acid tert-butyl ester), BrCCC(=O)OCC (ethyl 3-bromopropionate), [H-].[Na+] (NaH). The solvent is CN(C)C=O (DMF), CN(C)C=O (DMF), CN(C)C=O (DMF). Reaction conditions: time 30 minute. Product: C(C)OC(CCOCC1=C(C(=CC=C1)C)C1=CC(=CC=C1)S(=O)(=O)C1=C(SC(=C1)C(=N)NC(=O)OC(C)(C)C)SC)=O (3-{3′-[5-(tert-Butoxycarbonylamino-imino-methyl)-2-methylsulfanyl-thiophene-3-sulfonyl]-6-methyl-biphenyl-2-ylmethoxy}-propionic acid ethyl ester). Yield: 25.2%. RXN SMILES: [H-].[Na+].[C:3]([O:7][C:8](=[O:37])[NH:9][C:10]([C:12]1[S:13][C:14]([S:35][CH3:36])=[C:15]([S:17]([C:20]2[CH:21]=[C:22]([C:26]3[C:31]([CH3:32])=[CH:30][CH:29]=[CH:28][C:27]=3[CH2:33][OH:34])[CH:23]=[CH:24][CH:25]=2)(=[O:19])=[O:18])[CH:16]=1)=[NH:11])([CH3:6])([CH3:5])[CH3:4].Br[CH2:39][CH2:40][C:41]([O:43][CH2:44][CH3:45])=[O:42]>CN(C=O)C>[CH2:44]([O:43][C:41](=[O:42])[CH2:40][CH2:39][O:34][CH2:33][C:27]1[CH:28]=[CH:29][CH:30]=[C:31]([CH3:32])[C:26]=1[C:22]1[CH:23]=[CH:24][CH:25]=[C:20]([S:17]([C:15]2[CH:16]=[C:12]([C:10]([NH:9][C:8]([O:7][C:3]([CH3:5])([CH3:6])[CH3:4])=[O:37])=[NH:11])[S:13][C:14]=2[S:35][CH3:36])(=[O:19])=[O:18])[CH:21]=1)[CH3:45] |f:0.1|. Procedure: To a suspension of NaH (2.7 mg, 68 μmol, 60% oil dispersion) in DMF (0.1 mL) was added a solution of {[4-(2′-hydroxymethyl-6′-methyl-biphenyl-3-sulfonyl)-5-methylsulfanyl-thiophen-2-yl]-imino-methyl}-carbamic acid tert-butyl ester (30 mg, 56.4 μmol) in DMF (0.1 mL), as prepared according to the procedure of step b of Example 213. The mixture was stirred at ambient temperature for 30 min, and then placed in an ice-water bath. After 20 min, a solution of ethyl 3-bromopropionate (8.6 μL, 67.0 μmol)... The reactants are BrC=1C=C(C=NC1Cl)C(=O)O (5-bromo-6-chloro-3-pyridinecarboxylic acid), NCC(CO)CC (2-(aminomethyl)-1-butanol), OCC1CC1 (hydroxymethyl-cyclopropan), FC(C1=CC=C(C=C1)B(O)O)(F)F (4-trifluoromethyl-phenylboronic acid). The product is C1(CC1)COC1=NC=C(C(=O)NCC(CC)CO)C=C1C1=CC=C(C=C1)C(F)(F)F ((RS)-6-cyclopropylmethoxy-N-(2-hydroxymethyl-butyl)-5-(4-trifluoromethyl-phenyl)-nicotinamide). Reaction SMILES: Br[C:2]1[CH:3]=[C:4]([C:9]([OH:11])=O)[CH:5]=[N:6][C:7]=1Cl.[OH:12][CH2:13][CH:14]1[CH2:16][CH2:15]1.[F:17][C:18]([F:29])([F:28])[C:19]1[CH:24]=[CH:23][C:22](B(O)O)=[CH:21][CH:20]=1.[NH2:30][CH2:31][CH:32]([CH2:35][CH3:36])[CH2:33][OH:34]>>[CH:14]1([CH2:13][O:12][C:7]2[C:2]([C:22]3[CH:23]=[CH:24][C:19]([C:18]([F:29])([F:28])[F:17])=[CH:20][CH:21]=3)=[CH:3][C:4]([C:9]([NH:30][CH2:31][CH:32]([CH2:33][OH:34])[CH2:35][CH3:36])=[O:11])=[CH:5][N:6]=2)[CH2:16][CH2:15]1. Reported procedure: The title compound was synthesized in analogy to Example 75, using 5-bromo-6-chloro-3-pyridinecarboxylic acid, hydroxymethyl-cyclopropan, 4-trifluoromethyl-phenylboronic acid and 2-(aminomethyl)-1-butanol as starting materials to yield (RS)-6-cyclopropylmethoxy-N-(2-hydroxymethyl-butyl)-5-(4-trifluoromethyl-phenyl)-nicotinamide. MS (ISP) 423.3 (M+H)+ Starting materials: ClCCl, Cn1sncc1=O, COS(=O)(=O)F. The product is COc1cns[n+]1C, O=S(=O)([O-])F. Reaction SMILES: [CH2:14]([Cl:15])[Cl:16].[CH3:1][n:2]1[s:3][n:4][cH:5][c:6]1=[O:7].[F:8][S:9](=[O:10])(=[O:11])[O:12][CH3:13]>>[CH3:1][n+:2]1[s:3][n:4][cH:5][c:6]1[O:7][CH3:13].[F:8][S:9](=[O:10])(=[O:11])[O-:12]. The reactants are C(C)(=O)O (Acetic acid), [H-].[Na+] (sodium hydride), C(COCC(=O)OC)(=O)OC (dimethyl diglycolate), O1C(=NC2=C1C=CC=C2)N(C)CCOC2=CC=C(C=O)C=C2 (4-[2-[N-(2-benzoxazolyl)-N-methylamino]ethoxy]benzaldehyde). Solvent: C1=CC=CC=C1 (benzene), O (water). Conditions: time 8 hour. Product: O1C(=NC2=C1C=CC=C2)N(C)CCOC2=CC=C(C=C2)\C=C(\C(=O)OC)/OCC(=O)O (Methyl (Z)-3-[4-[2-[N-(2-benzoxazolyl)-N-methylamino]ethoxy]phenyl]-2-(carboxymethoxy)propenoate). As a reaction SMILES: [H-].[Na+].[C:3]([O:12]C)(=[O:11])[CH2:4][O:5][CH2:6][C:7]([O:9][CH3:10])=[O:8].[O:14]1[C:18]2[CH:19]=[CH:20][CH:21]=[CH:22][C:17]=2[N:16]=[C:15]1[N:23]([CH2:25][CH2:26][O:27][C:28]1[CH:35]=[CH:34][C:31]([CH:32]=O)=[CH:30][CH:29]=1)[CH3:24].C(O)(=O)C>C1C=CC=CC=1.O>[O:14]1[C:18]2[CH:19]=[CH:20][CH:21]=[CH:22][C:17]=2[N:16]=[C:15]1[N:23]([CH2:25][CH2:26][O:27][C:28]1[CH:35]=[CH:34][C:31](/[CH:32]=[C:6](\[O:5][CH2:4][C:3]([OH:12])=[O:11])/[C:7]([O:9][CH3:10])=[O:8])=[CH:30][CH:29]=1)[CH3:24] |f:0.1|. Procedure: A mixture of sodium hydride (60% dispersion in mineral oil. 0.30 g), dimethyl diglycolate (0.81 g) and 4-[2-[N-(2-benzoxazolyl)-N-methylamino]ethoxy]benzaldehyde (2.22 g) in dry benzene (50 mL) was stirred at room temperature overnight. Acetic acid (1 mL) was added, the mixture was poured onto iced water and extracted with ethyl acetate. The combined ethyl acetate layers were washed with water, dried (MgSO4) and evaporated. The resulting oil was chromatographed on silica gel using 2% methanol in...